This data is from the Open Reaction Database (ORD), a public repository of structured organic reaction records. The task is: describe an organic reaction: reactants, conditions, products, and yield The reactants are N1C=C(C2=CC=CC=C12)C1=NC2=CC=CC=C2C(=C1)C(=O)[O-] (2-(3-indolyl)quinoline-4-carboxylate), mixture, C(=O)(C(F)(F)F)O (TFA). The solvent is C(Cl)Cl (DCM). Run at time 30 minute. Yields the product N1C=C(C2=CC=CC=C12)C1=NC2=CC=CC=C2C(=C1)C(=O)O (2-(3-indolyl)quinoline-4-carboxylic acid), amide. Isolated yield 80.0%. RXN SMILES: [NH:1]1[C:9]2[C:4](=[CH:5][CH:6]=[CH:7][CH:8]=2)[C:3]([C:10]2[CH:19]=[C:18]([C:20]([O-:22])=[O:21])[C:17]3[C:12](=[CH:13][CH:14]=[CH:15][CH:16]=3)[N:11]=2)=[CH:2]1.C(O)(C(F)(F)F)=O>C(Cl)Cl>[NH:1]1[C:9]2[C:4](=[CH:5][CH:6]=[CH:7][CH:8]=2)[C:3]([C:10]2[CH:19]=[C:18]([C:20]([OH:22])=[O:21])[C:17]3[C:12](=[CH:13][CH:14]=[CH:15][CH:16]=3)[N:11]=2)=[CH:2]1. Procedure details: To a 3 mL plastic tube fitted with a frit containing 50 mg of resin-bound 2-(3-indolyl)quinoline-4-carboxylate (0.035 mmol) was added 1 mL of a 50% mixture of TFA and DCM. The reaction mixture was agitated on an orbital shaker for 30 min. The mixture was filtered and the resin washed with DCM (3×3 mL). The organic solutions were combined and evaporated by a stream of nitrogen. The residual solid was lyophilized to give 2-(3-indolyl)quinoline-4-carboxylic acid or amide (80-100% yield). The reactants are ON1N=C(C=C1)C1=C(C=CC=C1)[N+](=O)[O-] (1-hydroxy-3-(2-nitrophenyl)pyrazole), CN(C(=O)Cl)C1=CC=CC=C1 (N-methyl-N-phenylcarbamoyl chloride). Yields the product [N+](=O)([O-])C1=C(C=CC=C1)C1=NN(C=C1)OC(N(C1=CC=CC=C1)C)=O (Methyl-phenyl-carbamic acid 3-(2-nitro-phenyl)-pyrazol-1-yl ester). As a reaction SMILES: [OH:1][N:2]1[CH:6]=[CH:5][C:4]([C:7]2[CH:12]=[CH:11][CH:10]=[CH:9][C:8]=2[N+:13]([O-:15])=[O:14])=[N:3]1.[CH3:16][N:17]([C:21]1[CH:26]=[CH:25][CH:24]=[CH:23][CH:22]=1)[C:18](Cl)=[O:19]>>[N+:13]([C:8]1[CH:9]=[CH:10][CH:11]=[CH:12][C:7]=1[C:4]1[CH:5]=[CH:6][N:2]([O:1][C:18](=[O:19])[N:17]([CH3:16])[C:21]2[CH:26]=[CH:25][CH:24]=[CH:23][CH:22]=2)[N:3]=1)([O-:15])=[O:14]. Procedure: The title compound was prepared from 1-hydroxy-3-(2-nitrophenyl)pyrazole and N-methyl-N-phenylcarbamoyl chloride applying the general procedure 8. The crude product was purified by flash chromatography (Quad flash 12, EtOAc-heptane) (94%, oil).